This data is from the Open Reaction Database (ORD), a public repository of structured organic reaction records. The task is: describe an organic reaction: reactants, conditions, products, and yield Reactants: CCNCC, CCCCCc1ccc(I)cc1, [Cu]I. The product is C#Cc1ccc(CCCCC)cc1. Reaction SMILES: [CH2:13]([CH3:14])[NH:15][CH2:16][CH3:17].[CH2:1]([CH2:2][CH2:3][CH2:4][CH3:5])[c:6]1[cH:7][cH:8][c:9]([I:12])[cH:10][cH:11]1.[Cu:18][I:19]>>[CH2:1]([CH2:2][CH2:3][CH2:4][CH3:5])[c:6]1[cH:7][cH:8][c:9]([C:13]#[CH:14])[cH:10][cH:11]1.